describe an organic reaction: reactants, conditions, products, and yield From a dataset of the Open Reaction Database (ORD), a public repository of structured organic reaction records. Starting materials: N1(CCCC1)CC1=CC=C(C=C1)N1CCC(CC1)C=O (1-(4-Pyrrolidin-1-ylmethyl-phenyl)-piperidine-4-carbaldehyde), NC1=CC=CC=C1 (aniline). Yields the product C1(=CC=CC=C1)NCC1CCN(CC1)C1=CC=C(C=C1)CN1CCCC1 (Phenyl-{1-(4-pyrrolidin-1-ylmethyl-phenyl)-piperidin-4-ylmethyl}-amine). RXN SMILES: [N:1]1([CH2:6][C:7]2[CH:12]=[CH:11][C:10]([N:13]3[CH2:18][CH2:17][CH:16]([CH:19]=O)[CH2:15][CH2:14]3)=[CH:9][CH:8]=2)[CH2:5][CH2:4][CH2:3][CH2:2]1.[NH2:21][C:22]1[CH:27]=[CH:26][CH:25]=[CH:24][CH:23]=1>>[C:22]1([NH:21][CH2:19][CH:16]2[CH2:17][CH2:18][N:13]([C:10]3[CH:11]=[CH:12][C:7]([CH2:6][N:1]4[CH2:5][CH2:4][CH2:3][CH2:2]4)=[CH:8][CH:9]=3)[CH2:14][CH2:15]2)[CH:27]=[CH:26][CH:25]=[CH:24][CH:23]=1. Procedure: Prepared from the product of Example 16 and aniline. Reactants: CN(C)CCO, CC(C)(C)OC(=O)N=NC(=O)OC(C)(C)C, CN(C)C=O, Cc1ccc2oc(=O)n(Cc3cccc(-c4ncc(O)cn4)c3)c2n1, c1ccc(P(c2ccccc2)c2ccccc2)cc1. Product: Cc1ccc2oc(=O)n(Cc3cccc(-c4ncc(OCCN(C)C)cn4)c3)c2n1. As a reaction SMILES: [CH3:20][N:21]([CH2:22][CH2:23][OH:24])[CH3:25].[N:51]([C:52]([O:53][C:54]([CH3:55])([CH3:56])[CH3:57])=[O:58])=[N:59][C:60]([O:61][C:62]([CH3:63])([CH3:64])[CH3:65])=[O:66].[O:67]=[CH:68][N:69]([CH3:70])[CH3:71].[OH:26][c:27]1[cH:28][n:29][c:30](-[c:33]2[cH:34][c:35]([CH2:36][n:37]3[c:38](=[O:47])[o:39][c:40]4[c:41]3[n:42][c:43]([CH3:46])[cH:44][cH:45]4)[cH:48][cH:49][cH:50]2)[n:31][cH:32]1.[c:1]1([P:2]([c:3]2[cH:4][cH:5][cH:6][cH:7][cH:8]2)[c:9]2[cH:10][cH:11][cH:12][cH:13][cH:14]2)[cH:15][cH:16][cH:17][cH:18][cH:19]1>>[CH3:20][N:21]([CH2:22][CH2:23][O:24][c:27]1[cH:28][n:29][c:30](-[c:33]2[cH:34][c:35]([CH2:36][n:37]3[c:38](=[O:47])[o:39][c:40]4[c:41]3[n:42][c:43]([CH3:46])[cH:44][cH:45]4)[cH:48][cH:49][cH:50]2)[n:31][cH:32]1)[CH3:25]. The reactants are [O-]P(=O)([O-])[O-].[K+].[K+].[K+] (K3PO4), COC=1C=C(C=CC1)N1C(NCC1)=O (N-(3-methoxyphenyl)-2-imidazolidone), CC=1C=C(C=C(C1)C)I (3,5-dimethyliodobenzene), CNCCNC (N,N′-dimethylethylendiamine). Reagents/catalysts: [Cu]I (CuI). Solvent: CN(C)C=O (DMF). Reaction conditions: temperature 160 celsius, time 15 hour. Yields the product COC=1C=C(C=CC1)N1C(N(CC1)C1=CC(=CC(=C1)C)C)=O (N-(3-Methoxyphenyl)-N′-(3,5-dimethylphenyl)-2-imidazolidone). Yield: 90.4%. As a reaction SMILES: [O-]P([O-])([O-])=O.[K+].[K+].[K+].[CH3:9][O:10][C:11]1[CH:12]=[C:13]([N:17]2[CH2:21][CH2:20][NH:19][C:18]2=[O:22])[CH:14]=[CH:15][CH:16]=1.[CH3:23][C:24]1[CH:25]=[C:26](I)[CH:27]=[C:28]([CH3:30])[CH:29]=1.CNCCNC>[Cu]I.CN(C=O)C>[CH3:9][O:10][C:11]1[CH:12]=[C:13]([N:17]2[CH2:21][CH2:20][N:19]([C:26]3[CH:27]=[C:28]([CH3:30])[CH:29]=[C:24]([CH3:23])[CH:25]=3)[C:18]2=[O:22])[CH:14]=[CH:15][CH:16]=1 |f:0.1.2.3|. Procedure: A microwave test tube was charged with CuI (20 mg, 0.10 mmol, 0.20 equiv), K3PO4 (212 mg, 1.0 mmol, 2.0 equiv), N-(3-methoxyphenyl)-2-imidazolidone (96 mg, 0.5 mmol, 1.0 equiv), 3,5-dimethyliodobenzene (144 μL, 1.0 mmol, 2.0 equiv), N,N′-dimethylethylendiamine (22 μL, 0.20 mmol, 0.40 equiv) and dry DMF (2.0 mL), filled with argon. The test tube was sealed and the reaction mixture was stirred at 130° C. for 15 h and at 160° C. for further 15 h in the microwave. The resulting suspension was cooled... Reactants: N1C=CC2=C(C=CC=C12)N1CCNCC1 (4-(1H-indol-4-yl)-piperazine), C12CCCC(CC1)N2C(C(CCCl)C2=CC=CC=C2)=O (1-(8-aza-bicyclo[3.2.1]oct-8-yl)-4-chloro-2-phenyl-butan-1-one), C(C)(C)N(CC)C(C)C (diisopropylethylamine), [I-].[K+] (potassium iodide), Cl (hydrochloride). The solvent is CN(C=O)C (dimethylformamide). The product is C12CCCC(CC1)N2C(C(CCN2CCN(CC2)C2=C1C=CNC1=CC=C2)C2=CC=CC=C2)=O (1-(8-Aza-bicyclo[3.2.1]oct-8-yl)-4-[4-(1H-indol-4-yl)-piperazin- 1-yl]-2-phenyl-butan-1-one), product. Reaction SMILES: [NH:1]1[C:9]2[C:4](=[C:5]([N:10]3[CH2:15][CH2:14][NH:13][CH2:12][CH2:11]3)[CH:6]=[CH:7][CH:8]=2)[CH:3]=[CH:2]1.[CH:16]12[N:23]([C:24](=[O:35])[CH:25]([C:29]3[CH:34]=[CH:33][CH:32]=[CH:31][CH:30]=3)[CH2:26][CH2:27]Cl)[CH:20]([CH2:21][CH2:22]1)[CH2:19][CH2:18][CH2:17]2.C(N(C(C)C)CC)(C)C.[I-].[K+].Cl>CN(C)C=O>[CH:20]12[N:23]([C:24](=[O:35])[CH:25]([C:29]3[CH:34]=[CH:33][CH:32]=[CH:31][CH:30]=3)[CH2:26][CH2:27][N:13]3[CH2:14][CH2:15][N:10]([C:5]4[CH:6]=[CH:7][CH:8]=[C:9]5[C:4]=4[CH:3]=[CH:2][NH:1]5)[CH2:11][CH2:12]3)[CH:16]([CH2:22][CH2:21]1)[CH2:17][CH2:18][CH2:19]2 |f:3.4|. Reported procedure: The title compound was prepared from 4-(1H-indol-4-yl)-piperazine (1.0 g, 4.97 mmole), 1-(8-aza-bicyclo[3.2.1]oct-8-yl)-4-chloro-2-phenyl-butan-1-one (1.6 g, 4.97 mmole), diisopropylethylamine (0.65 g, 4.97 mmole) and potassium iodide (0.83 g, 4.97 mmole) in dimethylformamide (8 mL) in the manner described in example 2 to yield 0.6 g of product as the hydrochloride 0.75 hydrate, m.p. 150°-170° C. Reactants: FC=1C=C(C=CC1CN1CCNCC1)N1CCOCC1 (4-(3-fluoro-4-(piperazin-1-ylmethyl)phenyl)morpholine), C([O-])(O)=O.[Na+] (sodium bicarbonate), N,N-dimethylaminopyridine, ClC(Cl)(OC(OC(Cl)(Cl)Cl)=O)Cl (triphosgene), amine, ClC(=O)[O-] (chloroformate), amine, C(C(F)(F)F)(C(F)(F)F)O (1,1,1,3,3,3-Hexafluoroisopropanol), N1=C(C=CC=C1C)C (2,6-lutidine), ClC(=O)[O-] (chloroformate). Solvent: ClCCl (dichloromethane), ClCCl (dichloromethane). Run at temperature 0 celsius, time 1 hour. The product is FC1=C(CN2CCN(CC2)C(=O)OC(C(F)(F)F)C(F)(F)F)C=CC(=C1)N1CCOCC1 (1,1,1,3,3,3-hexafluoropropan-2-yl 4-(2-fluoro-4-morpholinobenzyl)piperazine-1-carboxylate). As a reaction SMILES: Cl[C:2](Cl)([O:4]C(=O)OC(Cl)(Cl)Cl)Cl.[CH:13]([OH:22])([C:18]([F:21])([F:20])[F:19])[C:14]([F:17])([F:16])[F:15].N1C(C)=CC=CC=1C.[F:31][C:32]1[CH:33]=[C:34]([N:45]2[CH2:50][CH2:49][O:48][CH2:47][CH2:46]2)[CH:35]=[CH:36][C:37]=1[CH2:38][N:39]1[CH2:44][CH2:43][NH:42][CH2:41][CH2:40]1.ClC([O-])=O.C(=O)(O)[O-].[Na+]>ClCCl>[F:31][C:32]1[CH:33]=[C:34]([N:45]2[CH2:46][CH2:47][O:48][CH2:49][CH2:50]2)[CH:35]=[CH:36][C:37]=1[CH2:38][N:39]1[CH2:40][CH2:41][N:42]([C:2]([O:22][CH:13]([C:18]([F:21])([F:20])[F:19])[C:14]([F:17])([F:16])[F:15])=[O:4])[CH2:43][CH2:44]1 |f:5.6|. Reported procedure: A 10 mL screw cap vial equipped with a magnetic stir bar was charged with triphosgene (22 mg, 0.233 mmol, 0.35 equiv) and dichloromethane (1 mL) under nitrogen and cooled to 0° C. 1,1,1,3,3,3-Hexafluoroisopropanol (29 uL, 0.23 mmol) was added via syringe over 1 min followed by addition of 2,6-lutidine, (52 uL, 0.44 mmol, 2.1 equiv) over 1 min. The latter addition is exothermic and the internal temperature was maintained below 5° C. during the addition. N,N-dimethylaminopyridine (2 mg, 0.1 equiv)...